From a dataset of the Open Reaction Database (ORD), a public repository of structured organic reaction records. describe an organic reaction: reactants, conditions, products, and yield The reactants are [H-].[Na+] (sodium hydride), Cl (hydrochloric acid), [H-].[Na+] (sodium hydride), BrCCCCCBr (1,5-dibromopentane), CC1C(CCC2=CC=C(C=C12)OC)=O (1-methyl- 7-methoxy-2-tetralone). The solvent is C1=CC=CC=C1 (benzene), C1=CC=CC=C1 (benzene), C1=CC=CC=C1 (benzene). Conditions: time 12 hour. The product is CC12CCCCCC(CC3=C1C=C(C=C3)OC)C2=O (5-Methyl-3-Methoxy-5,6,7,8,9,10,11,12-Octahydro-5,11-Methano-Benzocyclodecen- 13-One). Yield: 27.0%. As a reaction SMILES: [H-].[Na+].Br[CH2:4][CH2:5][CH2:6][CH2:7][CH2:8]Br.[CH3:10][CH:11]1[C:20]2[C:15](=[CH:16][CH:17]=[C:18]([O:21][CH3:22])[CH:19]=2)[CH2:14][CH2:13][C:12]1=[O:23].Cl>C1C=CC=CC=1>[CH3:10][C:11]12[C:12](=[O:23])[CH:13]([CH2:14][C:15]3[CH:16]=[CH:17][C:18]([O:21][CH3:22])=[CH:19][C:20]=31)[CH2:8][CH2:7][CH2:6][CH2:5][CH2:4]2 |f:0.1|. Procedure: Oil-free sodium hydride (5.28 g.) in benzene (50 ml.) is added to a stirred mixture of 1,5-dibromopentane (184 g.) and 1-methyl- 7-methoxy-2-tetralone (32 g.) in dry benzene (300 ml.). Stirring is continued for 12 hours at 25° and at reflux for an additional 15 hours. The mixture is cooled, sodium hydride (5.8 g.) in 50 ml. benzene added, stirring continued at 25° /10 hours, and at reflux for 12 additional hours. After cooling excess base is neutralized with concentrated hydrochloric acid and th...